Dataset: the Open Reaction Database (ORD), a public repository of structured organic reaction records. Task: describe an organic reaction: reactants, conditions, products, and yield The reactants are OC1C(C2=C3N(C4=CC=C5C(=C4C(C3=C(C=C2OC1(C)C)OC)=O)C=CC=C5)C)=O (2-Hydroxy-6-methoxy-3,3,14-trimethyl-2,3-dihydro-1H-benzo[α]-pyrano[3,2-h]acridine-1,7(14h)-dione), C(C)(=O)OC(C)=O (acetic anhydride). Yields the product C(C)(=O)OC1C(C2=C3N(C4=CC=C5C(=C4C(C3=C(C=C2OC1(C)C)OC)=O)C=CC=C5)C)=O (6-Methoxy-3,3,14-trimethyl-1,7-dioxo-2,3,7,14-tetrahydro-1H-benzo[α]pyrano[3,2-h]acridin-2-yl acetate). RXN SMILES: [OH:1][CH:2]1[C:19]([CH3:21])([CH3:20])[O:18][C:17]2[C:4](=[C:5]3[C:14](=[C:15]([O:22][CH3:23])[CH:16]=2)[C:13](=[O:24])[C:12]2[C:7](=[CH:8][CH:9]=[C:10]4[CH:28]=[CH:27][CH:26]=[CH:25][C:11]4=2)[N:6]3[CH3:29])[C:3]1=[O:30].[C:31](OC(=O)C)(=[O:33])[CH3:32]>>[C:31]([O:1][CH:2]1[C:19]([CH3:20])([CH3:21])[O:18][C:17]2[C:4](=[C:5]3[C:14](=[C:15]([O:22][CH3:23])[CH:16]=2)[C:13](=[O:24])[C:12]2[C:7](=[CH:8][CH:9]=[C:10]4[CH:28]=[CH:27][CH:26]=[CH:25][C:11]4=2)[N:6]3[CH3:29])[C:3]1=[O:30])(=[O:33])[CH3:32]. Procedure: The compound is obtained according to the procedure of Example 14, starting from the compound of Example 16, using acetic anhydride instead of the butyryl chloride. Reactants: COC(=O)CO, C1CCOC1, C[Si](C)(C)[N-][Si](C)(C)C, Cc1c(Cl)c(S(C)=O)nc2sc(C(=O)NC3CC3)c(N)c12, [Li+]. Product: COC(=O)COc1nc2sc(C(=O)NC3CC3)c(N)c2c(C)c1Cl. As a reaction SMILES: [C:1]([CH2:2][OH:3])(=[O:4])[O:5][CH3:6].[CH2:38]1[O:39][CH2:40][CH2:41][CH2:42]1.[CH3:7][Si:8]([N-:9][Si:10]([CH3:11])([CH3:12])[CH3:13])([CH3:14])[CH3:15].[CH:17]1([NH:20][C:21](=[O:22])[c:23]2[c:24]([NH2:37])[c:25]3[c:26]([n:27][c:28]([S:33]([CH3:34])=[O:35])[c:29]([Cl:32])[c:30]3[CH3:31])[s:36]2)[CH2:18][CH2:19]1.[Li+:16]>>[C:1]([CH2:2][O:3][c:28]1[n:27][c:26]2[c:25]([c:24]([NH2:37])[c:23]([C:21]([NH:20][CH:17]3[CH2:18][CH2:19]3)=[O:22])[s:36]2)[c:30]([CH3:31])[c:29]1[Cl:32])(=[O:4])[O:5][CH3:6]. The reactants are S1C=C(C=C1)C(=O)Cl (thiophene-3-carbonyl chloride), C(C)OC(=O)C1=CC=C(C=C1)C1=C(OC2=CC(=CC=C2C1=O)C=1SC=CC1C(=O)[O-])C1=CSC=C1 (3-(4-(ethoxycarbonyl)phenyl)-4-oxo-2-(thiophen-3-yl)-4H-chromen-7-ylthiophene-3-carboxylate). Product: OC1=CC=C2C(C(=C(OC2=C1)C1=CSC=C1)C1=CC=C(C(=O)O)C=C1)=O (4-(7-hydroxy-4-oxo-2-(thiophen-3-yl)-4H-chromen-3-yl)benzoic acid). RXN SMILES: S1C=CC(C(Cl)=[O:7])=C1.C([O:11][C:12]([C:14]1[CH:19]=[CH:18][C:17]([C:20]2[C:29](=[O:30])[C:28]3[C:23](=[CH:24][C:25](C4SC=CC=4C([O-])=O)=[CH:26][CH:27]=3)[O:22][C:21]=2[C:39]2[CH:43]=[CH:42][S:41][CH:40]=2)=[CH:16][CH:15]=1)=[O:13])C>>[OH:7][C:25]1[CH:24]=[C:23]2[C:28]([C:29](=[O:30])[C:20]([C:17]3[CH:18]=[CH:19][C:14]([C:12]([OH:11])=[O:13])=[CH:15][CH:16]=3)=[C:21]([C:39]3[CH:43]=[CH:42][S:41][CH:40]=3)[O:22]2)=[CH:27][CH:26]=1. Procedure details: Prepared following General Scheme 1, starting from Intermediate A-1a and thiophene-3-carbonyl chloride in step 1 using condition b) to 3-(4-(ethoxycarbonyl)phenyl)-4-oxo-2-(thiophen-3-yl)-4H-chromen-7-ylthiophene-3-carboxylate. Step 2 followed d) conditions. See Example 3 for detailed example.